Dataset: the Open Reaction Database (ORD), a public repository of structured organic reaction records. Task: describe an organic reaction: reactants, conditions, products, and yield The reactants are Cl, CS(=O)(=O)c1cc(Cl)cc(CN)c1O, O=C(O)C(F)(F)F. The product is CS(=O)(=O)c1cc(Cl)cc(C=O)c1O. As a reaction SMILES: [ClH:1].[NH2:2][CH2:3][c:4]1[c:5]([OH:15])[c:6]([S:11](=[O:12])(=[O:13])[CH3:14])[cH:7][c:8]([Cl:10])[cH:9]1.[OH:16][C:17]([C:18]([F:19])([F:20])[F:21])=[O:22]>>[CH:3]([c:4]1[c:5]([OH:15])[c:6]([S:11](=[O:12])(=[O:13])[CH3:14])[cH:7][c:8]([Cl:10])[cH:9]1)=[O:16]. The reactants are CCn1c(COCc2ccccc2)nc(C(C)C)c1Sc1cc(F)cc(F)c1, CCO, Cl. Product: CCn1c(CO)nc(C(C)C)c1Sc1cc(F)cc(F)c1. Reaction SMILES: [CH2:1]([c:2]1[cH:3][cH:4][cH:5][cH:6][cH:7]1)[O:8][CH2:9][c:10]1[n:11]([CH2:27][CH3:28])[c:12]([S:18][c:19]2[cH:20][c:21]([F:26])[cH:22][c:23]([F:25])[cH:24]2)[c:13]([CH:15]([CH3:16])[CH3:17])[n:14]1.[CH3:30][CH2:31][OH:32].[ClH:29]>>[OH:8][CH2:9][c:10]1[n:11]([CH2:27][CH3:28])[c:12]([S:18][c:19]2[cH:20][c:21]([F:26])[cH:22][c:23]([F:25])[cH:24]2)[c:13]([CH:15]([CH3:16])[CH3:17])[n:14]1.